This data is from the Open Reaction Database (ORD), a public repository of structured organic reaction records. The task is: describe an organic reaction: reactants, conditions, products, and yield The reactants are C[C@H]1CNS(C1)(=O)=O ((S)-4-methylisothiazolidine 1,1-dioxide), BrC1=CC(=C(C=C1)C(=O)N1CCN(CC1)C1=NC=C(C=C1C)C1CC1)F ((4-bromo-2-fluorophenyl)[4-(5-cyclopropyl-3-methylpyridin-2-yl)piperazin-1-yl]methanone). The product is C1(CC1)C=1C=C(C(=NC1)N1CCN(CC1)C(=O)C1=C(C=C(C=C1)N1S(C[C@H](C1)C)(=O)=O)F)C ((S)-[4-(5-cyclopropyl-3-methylpyridin-2-yl)piperazin-1-yl][2-fluoro-4-(4-methyl-1,1-dioxo-1λ6-isothiazolidin-2-yl)phenyl]methanone). The yield is 40.6%. Reaction SMILES: [CH3:1][C@@H:2]1[CH2:6][S:5](=[O:8])(=[O:7])[NH:4][CH2:3]1.Br[C:10]1[CH:15]=[CH:14][C:13]([C:16]([N:18]2[CH2:23][CH2:22][N:21]([C:24]3[C:29]([CH3:30])=[CH:28][C:27]([CH:31]4[CH2:33][CH2:32]4)=[CH:26][N:25]=3)[CH2:20][CH2:19]2)=[O:17])=[C:12]([F:34])[CH:11]=1>>[CH:31]1([C:27]2[CH:28]=[C:29]([CH3:30])[C:24]([N:21]3[CH2:20][CH2:19][N:18]([C:16]([C:13]4[CH:14]=[CH:15][C:10]([N:4]5[CH2:3][C@H:2]([CH3:1])[CH2:6][S:5]5(=[O:8])=[O:7])=[CH:11][C:12]=4[F:34])=[O:17])[CH2:23][CH2:22]3)=[N:25][CH:26]=2)[CH2:32][CH2:33]1. Procedure: Using (S)-4-methylisothiazolidine 1,1-dioxide (110 mg) described in Preparation Example 4 and (4-bromo-2-fluorophenyl)[4-(5-cyclopropyl-3-methylpyridin-2-yl)piperazin-1-yl]methanone (227 mg) described in Preparation Example 121 and by the reaction and treatment in the same manner as in Example 4, the title compound (104 mg) was obtained. Reactants: CCN(CC)CCCNC(=O)c1c(OC)c2ccccc2n1-c1ccccc1, CO, Cl, Cl. RXN SMILES: [CH2:2]([CH3:3])[N:4]([CH2:5][CH3:6])[CH2:7][CH2:8][CH2:9][NH:10][C:11](=[O:12])[c:13]1[n:14](-[c:24]2[cH:25][cH:26][cH:27][cH:28][cH:29]2)[c:15]2[cH:16][cH:17][cH:18][cH:19][c:20]2[c:21]1[O:22][CH3:23].[CH3:31][OH:32].[ClH:1].[ClH:30]>>[CH2:2]([CH3:3])[N:4]([CH2:5][CH3:6])[CH2:7][CH2:8][CH2:9][NH:10][C:11](=[O:12])[c:13]1[n:14](-[c:24]2[cH:25][cH:26][cH:27][cH:28][cH:29]2)[c:15]2[cH:16][cH:17][cH:18][cH:19][c:20]2[c:21]1[OH:22].[ClH:1]. Product: CCN(CC)CCCNC(=O)c1c(O)c2ccccc2n1-c1ccccc1, Cl. Reactants: NC1=NN=C(N1CC1=CC=C(C=C1)C1=C(C=CC=C1)C#N)CCCC (3-amino-5-butyl-4-[(2'-cyanobiphenyl-4-yl)methyl]-4H-1,2,4-triazole), BrC(C=O)C1=CC=CC=C1 (α-bromophenylacetaldehyde). The solvent is C(C)O (ethanol). Product: C(CCC)C=1N(C=2N(N1)C(=CN2)C2=CC=CC=C2)CC2=CC=C(C=C2)C2=C(C=CC=C2)C#N (2-Butyl-3-[(2'-cyanobiphenyl-4-yl)methyl]-6-phenyl-3H-imidazo[1,2-b][1,2,4]triazole). Isolated yield 23.6%. As a reaction SMILES: [NH2:1][C:2]1[N:6]([CH2:7][C:8]2[CH:13]=[CH:12][C:11]([C:14]3[CH:19]=[CH:18][CH:17]=[CH:16][C:15]=3[C:20]#[N:21])=[CH:10][CH:9]=2)[C:5]([CH2:22][CH2:23][CH2:24][CH3:25])=[N:4][N:3]=1.Br[CH:27]([C:30]1[CH:35]=[CH:34][CH:33]=[CH:32][CH:31]=1)[CH:28]=O>C(O)C>[CH2:22]([C:5]1[N:6]([CH2:7][C:8]2[CH:9]=[CH:10][C:11]([C:14]3[CH:19]=[CH:18][CH:17]=[CH:16][C:15]=3[C:20]#[N:21])=[CH:12][CH:13]=2)[C:2]2[N:3]([C:27]([C:30]3[CH:35]=[CH:34][CH:33]=[CH:32][CH:31]=3)=[CH:28][N:1]=2)[N:4]=1)[CH2:23][CH2:24][CH3:25]. Procedure details: A mixture of 212 mg (0.640 mmole) of 3-amino-5-butyl-4-[(2'-cyanobiphenyl-4-yl)methyl]-4H-1,2,4-triazole (from Example 1, Step D), 151 mg (0.757 mmol) of α-bromophenylacetaldehyde [T. L. Jacobs and W. R. Scott, Jr., J. Am. Chem. Soc., 75, 5500 (1953)], and 2.0 ml of absolute ethanol was stirred at reflux under N2 for 6 hours. The mixture was cooled and concentrated in vacuo. The residue was chromatographed on a column of silica gel (27×2.5 cm) packed in CH2Cl2 (elution with 1% and then 4% MeOH i... The reactants are CC(C)(C(=O)O)c1ccc2c(c1)N(S(=O)(=O)c1ccc(OC(F)(F)F)cc1)Cc1ccc(C(F)(F)F)nc1N2, CNC. Product: CN(C)C(=O)C(C)(C)c1ccc2c(c1)N(S(=O)(=O)c1ccc(OC(F)(F)F)cc1)Cc1ccc(C(F)(F)F)nc1N2. As a reaction SMILES: [CH3:1][C:2]([C:3](=[O:4])[OH:5])([CH3:6])[c:7]1[cH:8][cH:9][c:10]2[c:11]([cH:39]1)[N:12]([S:25](=[O:26])(=[O:27])[c:28]1[cH:29][cH:30][c:31]([O:34][C:35]([F:36])([F:37])[F:38])[cH:32][cH:33]1)[CH2:13][c:14]1[c:15]([n:17][c:18]([C:21]([F:22])([F:23])[F:24])[cH:19][cH:20]1)[NH:16]2.[CH3:40][NH:41][CH3:42]>>[CH3:1][C:2]([C:3](=[O:5])[N:41]([CH3:40])[CH3:42])([CH3:6])[c:7]1[cH:8][cH:9][c:10]2[c:11]([cH:39]1)[N:12]([S:25](=[O:26])(=[O:27])[c:28]1[cH:29][cH:30][c:31]([O:34][C:35]([F:36])([F:37])[F:38])[cH:32][cH:33]1)[CH2:13][c:14]1[c:15]([n:17][c:18]([C:21]([F:22])([F:23])[F:24])[cH:19][cH:20]1)[NH:16]2. The reactants are O[C@@H]1[C@@H]2[C@]3(CCC(C=C3CC[C@H]2[C@@H]2CCC([C@@]2(C)C1)=O)=O)C (11β-hydroxy-androst-4-ene-3,17-dione), C(=O)O (formic acid). The solvent is Cl(=O)(=O)(=O)O (perchloric acid). Reaction conditions: time 20 hour. Yields the product C(=O)O[C@@H]1[C@@H]2[C@]3(CCC(C=C3CC[C@H]2[C@@H]2CCC([C@@]2(C)C1)=O)=O)C (11β-formyloxy-androst-4-ene-3,17-dione), product. As a reaction SMILES: [OH:1][C@H:2]1[CH2:19][C@@:17]2([CH3:18])[C@@H:13]([CH2:14][CH2:15][C:16]2=[O:20])[C@H:12]2[C@H:3]1[C@:4]1([CH3:22])[C:9]([CH2:10][CH2:11]2)=[CH:8][C:7](=[O:21])[CH2:6][CH2:5]1.[CH:23](O)=[O:24]>Cl(O)(=O)(=O)=O>[CH:23]([O:1][C@H:2]1[CH2:19][C@@:17]2([CH3:18])[C@@H:13]([CH2:14][CH2:15][C:16]2=[O:20])[C@H:12]2[C@H:3]1[C@:4]1([CH3:22])[C:9]([CH2:10][CH2:11]2)=[CH:8][C:7](=[O:21])[CH2:6][CH2:5]1)=[O:24]. Procedure details: The starting 11β-formyloxy-androst-4-ene-3,17-dione was prepared from 11β-hydroxy-androst-4-ene-3,17-dione by dissolving the latter in excess formic acid in the presence of a catalytic amount of perchloric acid and, after 20 hours at room temperature, pouring the reaction mixture on ice, extracting with methylene chloride and evaporating. There was obtained a product melting at 139°-139.5° (crystallized from ethyl acetate), [α]D25 = 188° (dioxane).